This data is from the Open Reaction Database (ORD), a public repository of structured organic reaction records. The task is: describe an organic reaction: reactants, conditions, products, and yield Yields the product ClC=1C=C(CNC2=CN=CC(=N2)N2CCNCC2)C=CC1 ((3-Chloro-benzyl)-(3,4,5,6-tetrahydro-2H-[1,2′]bipyrazinyl-6′-yl)-amine). Run at time 8 hour. RXN SMILES: C(OC(=O)[N:7]([CH2:20][C:21]1[CH:26]=[CH:25][CH:24]=[C:23]([Cl:27])[CH:22]=1)[C:8]1[N:13]=[C:12]([N:14]2[CH2:19][CH2:18][NH:17][CH2:16][CH2:15]2)[CH:11]=[N:10][CH:9]=1)(C)(C)C.Cl.O1CCOCC1.Cl>CO>[Cl:27][C:23]1[CH:22]=[C:21]([CH:26]=[CH:25][CH:24]=1)[CH2:20][NH:7][C:8]1[N:13]=[C:12]([N:14]2[CH2:15][CH2:16][NH:17][CH2:18][CH2:19]2)[CH:11]=[N:10][CH:9]=1 |f:1.2|. Run in CO (Methanol). Yield: 85.2%. Reported procedure: (3-Chloro-benzyl)-(3,4,5,6-tetrahydro-2H-[1,2′]bipyrazinyl-6′-yl)-carbamic acid tert-butyl ester I-4f (37.5 mg, 0.09 mmol) was treated with 4.0M HCl/Dioxane (2 mL, 8 mmol). Methanol was added until a clear solution is formed and the mixture was stirred overnight at ambient temperature. The reaction mixture was poured into 1N HCl and extracted with ethyl acetate. The aqueous phase was brought to pH 14 with 5N KOH and extracted with Ethyl Acetate. The organic layers were washed with brine, dried (... Reactants: C(C)(C)(C)OC(N(C1=CN=CC(=N1)N1CCNCC1)CC1=CC(=CC=C1)Cl)=O ((3-Chloro-benzyl)-(3,4,5,6-tetrahydro-2H-[1,2′]bipyrazinyl-6′-yl)-carbamic acid tert-butyl ester), Cl.O1CCOCC1 (HCl Dioxane), Cl (HCl). Starting materials: NC1=C2C(N(C(C2=CC=C1O)=O)[C@H](CS(=O)(=O)C)C1=CC(=C(C=C1)OC)OCC)=O ((S)-4-amino-2-[1-(3-ethoxy-4-methoxy-phenyl)-2-methanesulfonyl-ethyl]-5-hydroxy-isoindole-1,3-dione), I[Si](C)(C)C (iodotrimethylsilane). The solvent is [Cl-].[Na+].O (brine), C(Cl)Cl (CH2Cl2). Run at time 24 hour. Yields the product NC1=C2C(N(C(C2=CC=C1O)=O)[C@H](CS(=O)(=O)C)C1=CC(=C(C=C1)O)OCC)=O ((S)-4-amino-2-[1-(3-ethoxy-4-hydroxy-phenyl)-2-methanesulfonyl-ethyl]-5-hydroxy-isoindole-1,3-dione). Reaction SMILES: [NH2:1][C:2]1[C:10]([OH:11])=[CH:9][CH:8]=[C:7]2[C:3]=1[C:4](=[O:30])[N:5]([C@@H:13]([C:19]1[CH:24]=[CH:23][C:22]([O:25]C)=[C:21]([O:27][CH2:28][CH3:29])[CH:20]=1)[CH2:14][S:15]([CH3:18])(=[O:17])=[O:16])[C:6]2=[O:12].I[Si](C)(C)C>C(Cl)Cl.[Cl-].[Na+].O>[NH2:1][C:2]1[C:10]([OH:11])=[CH:9][CH:8]=[C:7]2[C:3]=1[C:4](=[O:30])[N:5]([C@@H:13]([C:19]1[CH:24]=[CH:23][C:22]([OH:25])=[C:21]([O:27][CH2:28][CH3:29])[CH:20]=1)[CH2:14][S:15]([CH3:18])(=[O:17])=[O:16])[C:6]2=[O:12] |f:3.4.5|. Procedure details: To a stirred solution of (S)-4-amino-2-[1-(3-ethoxy-4-methoxy-phenyl)-2-methanesulfonyl-ethyl]-5-hydroxy-isoindole-1,3-dione (1 mmol) in anhydrous CH2Cl2 (20 mL), is added iodotrimethylsilane (6 mmol). The mixture is stirred at room temperature for 24 hours. This mixture is diluted with brine (20 mL) and is extracted with CH2Cl2 (2×30 mL). The extracts are combined, and the solvent is removed in vacuo to give crude (S)-4-amino-2-[1-(3-ethoxy-4-hydroxy-phenyl)-2-methanesulfonyl-ethyl]-5-hydroxy-i... Starting materials: OCCC1=CC=CC=2C(=COC21)C2=CC=CC=C2 (7-(2-hydroxyethyl)-3-phenylbenzofuran), BrBr (bromine). The solvent is ClCCl (dichloromethane). Reaction conditions: time 5 minute. The product is BrC=1OC2=C(C1C1=CC=CC=C1)C=CC=C2CCO (2-bromo-7-(2-hydroxyethyl)-3-phenylbenzofuran). Reaction SMILES: [OH:1][CH2:2][CH2:3][C:4]1[C:12]2[O:11][CH:10]=[C:9]([C:13]3[CH:18]=[CH:17][CH:16]=[CH:15][CH:14]=3)[C:8]=2[CH:7]=[CH:6][CH:5]=1.[Br:19]Br>ClCCl>[Br:19][C:10]1[O:11][C:12]2[C:4]([CH2:3][CH2:2][OH:1])=[CH:5][CH:6]=[CH:7][C:8]=2[C:9]=1[C:13]1[CH:18]=[CH:17][CH:16]=[CH:15][CH:14]=1. Reported procedure: To a solution of 3.0 g. (0.0126 mole) of 7-(2-hydroxyethyl)-3-phenylbenzofuran in 50 ml. of dichloromethane is added dropwise 2.1 g. of bromine. After stirring for five minutes the mixture is evaporated, benzene is added to the residue and it is evaporated again. The residue is mixed with petroleum ether and crystallizes. Recrystallization from hexane gives 2-bromo-7-(2-hydroxyethyl)-3-phenylbenzofuran, m.p. 108°-112° C. Reactants: CN(C)C=O, CC(=O)OC(C)=O, O=C(O)CN(CC(=O)O)CC(=O)O, c1ccncc1. The product is O=C(O)CN1CC(=O)OC(=O)C1. As a reaction SMILES: [CH3:1][N:2]([CH3:3])[CH:4]=[O:5].[CH3:6][C:7]([O:8][C:9](=[O:10])[CH3:11])=[O:12].[OH:13][C:14](=[O:15])[CH2:16][N:17]([CH2:18][C:19]([OH:20])=[O:21])[CH2:22][C:23]([OH:24])=[O:25].[cH:26]1[cH:27][cH:28][n:29][cH:30][cH:31]1>>[C:14]1(=[O:15])[CH2:16][N:17]([CH2:18][C:19]([OH:20])=[O:21])[CH2:22][C:23](=[O:24])[O:25]1. Reactants: ClC1=NC=C(C=C1)CN1C(SCC1)=N (3-(2-Chloro-5-pyridinylmethyl)-2-iminothiazolidine), Cl.C(C)N=C=NCCCN(C)C (1-ethyl-3-(3-dimethylaminopropyl)carbodiimide hydrochloride), C1(=CC=CC=C1)CC(=O)O (phenylacetic acid). Reagents/catalysts: CN(C1=CC=NC=C1)C (4-dimethylaminopyridine). Run in ClCCl (dichloromethane). Reaction conditions: time 8 hour. Product: ClC1=NC=C(C=C1)CN1C(SCC1)NC(CC1=CC=CC=C1)=O (3-(2-Chloro-5-pyridinylmethyl)-2-(phenylacetylamino)-thiazolidine). Reaction SMILES: [Cl:1][C:2]1[CH:7]=[CH:6][C:5]([CH2:8][N:9]2[CH2:13][CH2:12][S:11][C:10]2=[NH:14])=[CH:4][N:3]=1.Cl.C(N=C=NCCCN(C)C)C.[C:27]1([CH2:33][C:34](O)=[O:35])[CH:32]=[CH:31][CH:30]=[CH:29][CH:28]=1>CN(C)C1C=CN=CC=1.ClCCl>[Cl:1][C:2]1[CH:7]=[CH:6][C:5]([CH2:8][N:9]2[CH2:13][CH2:12][S:11][CH:10]2[NH:14][C:34](=[O:35])[CH2:33][C:27]2[CH:32]=[CH:31][CH:30]=[CH:29][CH:28]=2)=[CH:4][N:3]=1 |f:1.2|. Procedure: To a solution of 3-(2-Chloro-5-pyridinylmethyl)-2-iminothiazolidine (132 mg, 0.5 mmol) and 1-ethyl-3-(3-dimethylaminopropyl)carbodiimide hydrochloride (96 mg, 0.5 mmol) and 4-dimethylaminopyridine (65 mg, 0.54 mmol) in 3 ml of dichloromethane, phenylacetic acid (68 mg, 0.5 mmol) was added in portions, and stirred at room temperature overnight. After distilling the solvent off, the resultant crude crystal was washed with 1% hydrochloric acid, recrystallized from ethyl acetate thereby obtaining th... Starting materials: CCCC[SnH](CCCC)CCCC, CC(C)(C#N)N=NC(C)(C)C#N, C#CC(=O)OCc1ccccc1. Product: CCCC[Sn](C=CC(=O)OCc1ccccc1)(CCCC)CCCC. As a reaction SMILES: [CH2:13]([CH2:14][CH2:15][CH3:16])[SnH:17]([CH2:18][CH2:19][CH2:20][CH3:21])[CH2:22][CH2:23][CH2:24][CH3:25].[N:26]([C:27]([CH3:28])([CH3:29])[C:30]#[N:31])=[N:32][C:33]([CH3:34])([CH3:35])[C:36]#[N:37].[c:1]1([CH2:7][O:8][C:9]([C:10]#[CH:11])=[O:12])[cH:2][cH:3][cH:4][cH:5][cH:6]1>>[c:1]1([CH2:7][O:8][C:9]([CH:10]=[CH:11][Sn:17]([CH2:13][CH2:14][CH2:15][CH3:16])([CH2:18][CH2:19][CH2:20][CH3:21])[CH2:22][CH2:23][CH2:24][CH3:25])=[O:12])[cH:2][cH:3][cH:4][cH:5][cH:6]1. Procedure details: To a stirred suspension of 4-bromo-3-methoxyphenol (2.03 g, 10 mmol) and K2CO3 (1.38 g, 10 mmol) in 2-butanone (70 mL) at ambient temperature under argon is added dropwise isopropyl iodide (2.21 g, 13.3 mmol). The resulting mixture is heated and stirred under reflux for 17 hours. The mixture is allowed to cool to ambient temperature then is filtered and concentrated by evaporation of the solvent. The residue is partitioned between Et2O and H2O. The Et2O layer is extracted with 5% NaOH (2×50 mL),... RXN SMILES: [Br:1][C:2]1[CH:7]=[CH:6][C:5]([OH:8])=[CH:4][C:3]=1[O:9][CH3:10].C([O-])([O-])=O.[K+].[K+].[CH:17](I)([CH3:19])[CH3:18]>CC(=O)CC>[Br:1][C:2]1[CH:7]=[CH:6][C:5]([O:8][CH:17]([CH3:19])[CH3:18])=[CH:4][C:3]=1[O:9][CH3:10] |f:1.2.3|. Starting materials: BrC1=C(C=C(C=C1)O)OC (4-bromo-3-methoxyphenol), C(=O)([O-])[O-].[K+].[K+] (K2CO3), C(C)(C)I (isopropyl iodide). The product is BrC1=C(C=C(C=C1)OC(C)C)OC (1-Bromo-2-methoxy-4-(1-methylethoxy)benzene). Solvent: CC(CC)=O (2-butanone).